From a dataset of the Open Reaction Database (ORD), a public repository of structured organic reaction records. describe an organic reaction: reactants, conditions, products, and yield Reactants: O=C([C@H](CC)CSCC1=CC=CC=C1)N1C(OC[C@@H]1C(C)C)=O (3-(1-Oxo-2-(S)-(((phenylmethyl)thio)methyl)butyl)-4-(S)-(1-methylethyl)-2-oxazolidinone), C(C1=CC=CC=C1)O (benzyl alcohol), [Li]CCCC (n-BuLi), C(C1=CC=CC=C1)OCC1=CC=CC=C1.[Li] (lithium benzyloxide). Run in C1CCOC1 (THF), C1CCOC1 (THF). Reaction conditions: temperature 0 celsius, time 15 minute. Product: C1(=CC=CC=C1)CSC[C@H](C(=O)OCC1=CC=CC=C1)CC (Benzyl 2-(S)-(((Phenylmethyl)thio)methyl)butanoate). The yield is 161.2%. Reaction SMILES: C(OCC1C=CC=CC=1)C1C=CC=CC=1.[Li].[CH2:17]([OH:24])[C:18]1[CH:23]=[CH:22][CH:21]=[CH:20][CH:19]=1.[Li]CCCC.[O:30]=[C:31](N1[C@@H](C(C)C)COC1=O)[C@@H:32]([CH2:35][S:36][CH2:37][C:38]1[CH:43]=[CH:42][CH:41]=[CH:40][CH:39]=1)[CH2:33][CH3:34]>C1COCC1>[C:38]1([CH2:37][S:36][CH2:35][C@@H:32]([CH2:33][CH3:34])[C:31]([O:24][CH2:17][C:18]2[CH:23]=[CH:22][CH:21]=[CH:20][CH:19]=2)=[O:30])[CH:43]=[CH:42][CH:41]=[CH:40][CH:39]=1 |f:0.1,^1:15|. Procedure details: To a magnetically stirred, cooled (-10° C.) solution of lithium benzyloxide in anhydrous THF (400 mL), prepared from freshly distilled benzyl alcohol (28.7 mL, 30.0 g, 277 mmol) and 127.5 mL (1.6M in hexane, 204 mmol) of n-BuLi, was added a solution of the product of step 7 (48.9 g, approx. 146 mmol) in anhydrous THF (170 mL) over a 0.5 h period. After 15 min. at -10° C., the reaction mixture was warmed to 0° C., stirred for 2 h and then quenched by the addition of half-saturated aq NH4Cl (300 m... Reactants: CCOC(=O)CBr, CC(C)(C)OC(=O)N1CCC(Oc2ccc(CCc3cc4ccc(C#N)cc4[nH]3)cc2)C1, CN(C)C=O, [Cl-], [H-], [NH4+], [Na+]. As a reaction SMILES: [Br:35][CH2:36][C:37](=[O:38])[O:39][CH2:40][CH3:41].[C:1]([CH3:2])([CH3:3])([CH3:4])[O:5][C:6](=[O:7])[N:8]1[CH2:9][CH:10]([O:13][c:14]2[cH:15][cH:16][c:17]([CH2:20][CH2:21][c:22]3[nH:23][c:24]4[cH:25][c:26]([C:31]#[N:32])[cH:27][cH:28][c:29]4[cH:30]3)[cH:18][cH:19]2)[CH2:11][CH2:12]1.[CH3:44][N:45]([CH3:46])[CH:47]=[O:48].[Cl-:42].[H-:33].[NH4+:43].[Na+:34]>>[C:1]([CH3:2])([CH3:3])([CH3:4])[O:5][C:6](=[O:7])[N:8]1[CH2:9][CH:10]([O:13][c:14]2[cH:15][cH:16][c:17]([CH2:20][CH2:21][c:22]3[n:23]([CH2:36][C:37](=[O:38])[O:39][CH2:40][CH3:41])[c:24]4[cH:25][c:26]([C:31]#[N:32])[cH:27][cH:28][c:29]4[cH:30]3)[cH:18][cH:19]2)[CH2:11][CH2:12]1. Product: CCOC(=O)Cn1c(CCc2ccc(OC3CCN(C(=O)OC(C)(C)C)C3)cc2)cc2ccc(C#N)cc21. Reactants: COc1cc(Nc2c(C#N)cnc3cc(Br)ccc23)c(Cl)cc1Cl, C(=Cc1cccs1)CN1CCOCC1. Product: COc1cc(Nc2c(C#N)cnc3cc(-c4ccc(C=CCN5CCOCC5)s4)ccc23)c(Cl)cc1Cl. RXN SMILES: [Br:1][c:2]1[cH:3][cH:4][c:5]2[c:6]([NH:14][c:15]3[c:16]([Cl:24])[cH:17][c:18]([Cl:23])[c:19]([O:21][CH3:22])[cH:20]3)[c:7]([C:12]#[N:13])[cH:8][n:9][c:10]2[cH:11]1.[s:25]1[c:26]([CH:30]=[CH:31][CH2:32][N:33]2[CH2:34][CH2:35][O:36][CH2:37][CH2:38]2)[cH:27][cH:28][cH:29]1>>[c:2]1(-[c:29]2[s:25][c:26]([CH:30]=[CH:31][CH2:32][N:33]3[CH2:34][CH2:35][O:36][CH2:37][CH2:38]3)[cH:27][cH:28]2)[cH:3][cH:4][c:5]2[c:6]([NH:14][c:15]3[c:16]([Cl:24])[cH:17][c:18]([Cl:23])[c:19]([O:21][CH3:22])[cH:20]3)[c:7]([C:12]#[N:13])[cH:8][n:9][c:10]2[cH:11]1. The reactants are CC#N, O=Cc1cccc(OCCCO)c1. The product is N#CCC(O)c1cccc(OCCCO)c1. Reaction SMILES: [CH3:14][C:15]#[N:16].[OH:1][CH2:2][CH2:3][CH2:4][O:5][c:6]1[cH:7][c:8]([CH:9]=[O:10])[cH:11][cH:12][cH:13]1>>[OH:1][CH2:2][CH2:3][CH2:4][O:5][c:6]1[cH:7][c:8]([CH:9]([OH:10])[CH2:14][C:15]#[N:16])[cH:11][cH:12][cH:13]1. Reactants: C(C)(=O)OC1O[C@]([C@H]([C@H]1OC(C)=O)OCC1=CC=CC=C1)(C(F)F)COCC1=CC=CC=C1 ((3R,4S,5R)-4-(benzyloxy)-5-(benzyloxymethyl)-5-(difluoromethyl)-tetrahydrofuran-2,3-diyl diacetate), Cl[Sn](Cl)(Cl)Cl (SnCl4), N1C(=O)NC(=O)C=C1 (uracil). Solvent: CC#N (MeCN). Conditions: time 3 hour. Product: C(C)(=O)O[C@H]1[C@@H](O[C@]([C@H]1OCC1=CC=CC=C1)(C(F)F)COCC1=CC=CC=C1)N1C(NC(C=C1)=O)=O ((2R,3R,4S,5R)-4-(benzyloxy)-5-(benzyloxymethyl)-5-(difluoromethyl)-2-(2,4-dioxo-3,4-dihydropyrimidin-1(2H)-yl)-tetrahydrofuran-3-yl acetate). Yield: 40.3%. RXN SMILES: [NH:1]1[CH:8]=[CH:7][C:5](=[O:6])[NH:4][C:2]1=[O:3].C(O[CH:13]1[C@H:17]([O:18][C:19](=[O:21])[CH3:20])[C@H:16]([O:22][CH2:23][C:24]2[CH:29]=[CH:28][CH:27]=[CH:26][CH:25]=2)[C@:15]([CH2:33][O:34][CH2:35][C:36]2[CH:41]=[CH:40][CH:39]=[CH:38][CH:37]=2)([CH:30]([F:32])[F:31])[O:14]1)(=O)C.Cl[Sn](Cl)(Cl)Cl>CC#N>[C:19]([O:18][C@@H:17]1[C@H:16]([O:22][CH2:23][C:24]2[CH:29]=[CH:28][CH:27]=[CH:26][CH:25]=2)[C@:15]([CH2:33][O:34][CH2:35][C:36]2[CH:37]=[CH:38][CH:39]=[CH:40][CH:41]=2)([CH:30]([F:31])[F:32])[O:14][C@H:13]1[N:1]1[CH:8]=[CH:7][C:5](=[O:6])[NH:4][C:2]1=[O:3])(=[O:21])[CH3:20]. Procedure details: The mixture of uracil (482 mg, 4.32 mmol) and BSA (1.75 g, 8.64 mmol) in MeCN (20 ml) was stirred at room temperature for 3 hrs. Compound 5 (1.0 g, 2.16 mmol) and SnCl4 (2.4 g, 9.3 mmol) was added respective, then stirred at 65° C. for 12 hrs. The mixture was quenched with saturated NaHCO3 solution, extracted with EtOAc (200 mL×3), dried over Na2SO4 and purified by silica gel chromatography [ethyl acetate:petroleum ether (1:10)] to afford the product (450 mg, 40%) as a yellow solid. LC-MS (M+H)+... Reactants: C[S-], CO, CC(C)(C)c1cc(-c2nc(CCl)no2)cc(C(C)(C)C)c1O, [Na+]. Yields the product CSCc1noc(-c2cc(C(C)(C)C)c(O)c(C(C)(C)C)c2)n1. As a reaction SMILES: [CH3:23][S-:24].[CH3:26][OH:27].[Cl:1][CH2:2][c:3]1[n:4][o:5][c:6](-[c:8]2[cH:9][c:10]([C:19]([CH3:20])([CH3:21])[CH3:22])[c:11]([OH:18])[c:12]([C:14]([CH3:15])([CH3:16])[CH3:17])[cH:13]2)[n:7]1.[Na+:25]>>[CH2:2]([c:3]1[n:4][o:5][c:6](-[c:8]2[cH:9][c:10]([C:19]([CH3:20])([CH3:21])[CH3:22])[c:11]([OH:18])[c:12]([C:14]([CH3:15])([CH3:16])[CH3:17])[cH:13]2)[n:7]1)[S:24][CH3:23]. Starting materials: N[C@@H]1C[C@@H](N(C1)C=1SC(C(N1)=O)=CC=1C=C2C=NN(C2=CC1)CC1=C(C=C(C=C1)C(F)(F)F)C(F)(F)F)CO (2-[(2R,4R)-4-Amino-2-(hydroxymethyl)pyrrolidin-1-yl]-5-({1-[2,4-bis(trifluoromethyl)benzyl]-1H-indazol-5-yl}methylidene)-1,3-thiazol-4(5H)-one), C(C)(=O)OC(C)=O (acetic anhydride). Yields the product FC(C1=C(CN2N=CC3=CC(=CC=C23)C=C2C(N=C(S2)N2C[C@@H](C[C@@H]2CO)NC(C)=O)=O)C=CC(=C1)C(F)(F)F)(F)F (N-{(3R,5R)-1-[5-({1-[2,4-Bis(trifluoromethyl)benzyl]-1H-indazol-5-yl}methylidene)-4-oxo-4,5-dihydro-1,3-thiazol-2-yl]-5-(hydroxymethyl)pyrrolidin-3-yl}acetamide). Reaction SMILES: [NH2:1][C@H:2]1[CH2:6][N:5]([C:7]2[S:8][C:9](=[CH:13][C:14]3[CH:15]=[C:16]4[C:20](=[CH:21][CH:22]=3)[N:19]([CH2:23][C:24]3[CH:29]=[CH:28][C:27]([C:30]([F:33])([F:32])[F:31])=[CH:26][C:25]=3[C:34]([F:37])([F:36])[F:35])[N:18]=[CH:17]4)[C:10](=[O:12])[N:11]=2)[C@@H:4]([CH2:38][OH:39])[CH2:3]1.[C:40](OC(=O)C)(=[O:42])[CH3:41]>>[F:35][C:34]([F:37])([F:36])[C:25]1[CH:26]=[C:27]([C:30]([F:33])([F:31])[F:32])[CH:28]=[CH:29][C:24]=1[CH2:23][N:19]1[C:20]2[C:16](=[CH:15][C:14]([CH:13]=[C:9]3[S:8][C:7]([N:5]4[C@@H:4]([CH2:38][OH:39])[CH2:3][C@@H:2]([NH:1][C:40](=[O:42])[CH3:41])[CH2:6]4)=[N:11][C:10]3=[O:12])=[CH:22][CH:21]=2)[CH:17]=[N:18]1. Procedure: N-{(3R,5R)-1-[5-({1-[2,4-Bis(trifluoromethyl)benzyl]-1H-indazol-5-yl}methylidene)-4-oxo-4,5-dihydro-1,3-thiazol-2-yl]-5-(hydroxymethyl)pyrrolidin-3-yl}acetamide was prepared from 2-[(2R,4R)-4-Amino-2-(hydroxymethyl)pyrrolidin-1-yl]-5-({1-[2,4-bis(trifluoromethyl)benzyl]-1H-indazol-5-yl}methylidene)-1,3-thiazol-4(5H)-one (example 258) and acetic anhydride.